describe an organic reaction: reactants, conditions, products, and yield From a dataset of the Open Reaction Database (ORD), a public repository of structured organic reaction records. Starting materials: OC1=C(C(=O)O)C=CC=C1C(C)C (2-hydroxyl-3-isopropyl benzoic acid), BrC1(C(NC2=CC(=CC=C12)Cl)=O)CC1=CC(=CC=C1)Cl (rac-3-bromo-6-chloro-3-(3-chloro-benzyl)-1,3-dihydro-indol-2-one), ClC1=CC=C2C(C(NC2=C1)=O)(CC1=CC(=CC=C1)Cl)NC=1C=C(C(=O)O)C=CC1 (rac-3-[6-chloro-3-(3-chloro-benzyl)-2-oxo-2,3-dihydro-1H-indol-3-ylamino]-benzoic acid). The product is ClC1=CC=C2C(C(NC2=C1)=O)(OC1=C(C(=O)O)C=CC=C1C(C)C)CC1=CC(=CC=C1)Cl (rac-2-[6-Chloro-3-(3-chloro-benzyl)-2-oxo-2,3-dihydro-1H-indol-3-yloxy]-3-isopropyl-benzoic acid). RXN SMILES: [OH:1][C:2]1[C:10]([CH:11]([CH3:13])[CH3:12])=[CH:9][CH:8]=[CH:7][C:3]=1[C:4]([OH:6])=[O:5].Br[C:15]1([CH2:26][C:27]2[CH:32]=[CH:31][CH:30]=[C:29]([Cl:33])[CH:28]=2)[C:23]2[C:18](=[CH:19][C:20]([Cl:24])=[CH:21][CH:22]=2)[NH:17][C:16]1=[O:25].ClC1C=C2C(C(NC3C=C(C=CC=3)C(O)=O)(CC3C=CC=C(Cl)C=3)C(=O)N2)=CC=1>>[Cl:24][C:20]1[CH:19]=[C:18]2[C:23]([C:15]([CH2:26][C:27]3[CH:32]=[CH:31][CH:30]=[C:29]([Cl:33])[CH:28]=3)([O:1][C:2]3[C:10]([CH:11]([CH3:13])[CH3:12])=[CH:9][CH:8]=[CH:7][C:3]=3[C:4]([OH:6])=[O:5])[C:16](=[O:25])[NH:17]2)=[CH:22][CH:21]=1. Procedure: From 2-hydroxyl-3-isopropyl benzoic acid and rac-3-bromo-6-chloro-3-(3-chloro-benzyl)-1,3-dihydro-indol-2-one, the title compound was prepared following the similar procedure as rac-3-[6-chloro-3-(3-chloro-benzyl)-2-oxo-2,3-dihydro-1H-indol-3-ylamino]-benzoic acid. MS: [M−H]−=468 Starting materials: COC(=O)C=1CN(CCC1NCC1=CC=CC=C1)C(=O)OC(C)(C)C (4-benzylamino-5,6-dihydro-2H-pyridine-1,3-dicarboxylic acid 1-tert-butyl ester 3-methyl ester), C(C)(=O)O[BH-](OC(C)=O)OC(C)=O.[Na+] (sodium triacetoxyborohydride), C(C)(=O)O[BH-](OC(C)=O)OC(C)=O.[Na+] (sodium triacetoxyborohydride). The solvent is C(C)#N (acetonitrile), C(C)(=O)O (acetic acid). Reaction conditions: time 1.75 hour. Yields the product COC(=O)[C@@H]1CN(CC[C@@H]1NCC1=CC=CC=C1)C(=O)OC(C)(C)C (cis-4-benzylaminopiperidine-1,3-dicarboxylic acid 1-tert-butyl ester 3-methyl ester). Reaction SMILES: [CH3:1][O:2][C:3]([C:5]1[CH2:6][N:7]([C:19]([O:21][C:22]([CH3:25])([CH3:24])[CH3:23])=[O:20])[CH2:8][CH2:9][C:10]=1[NH:11][CH2:12][C:13]1[CH:18]=[CH:17][CH:16]=[CH:15][CH:14]=1)=[O:4].C(O[BH-](OC(=O)C)OC(=O)C)(=O)C.[Na+]>C(#N)C.C(O)(=O)C>[CH3:1][O:2][C:3]([C@H:5]1[C@@H:10]([NH:11][CH2:12][C:13]2[CH:18]=[CH:17][CH:16]=[CH:15][CH:14]=2)[CH2:9][CH2:8][N:7]([C:19]([O:21][C:22]([CH3:25])([CH3:24])[CH3:23])=[O:20])[CH2:6]1)=[O:4] |f:1.2|. Procedure: A solution of crude 4-benzylamino-5,6-dihydro-2H-pyridine-1,3-dicarboxylic acid 1-tert-butyl ester 3-methyl ester (3.86 g, approximately 10 mmol) in acetonitrile (30 mL) and acetic acid (20 mL) was stirred on an ice bath and treated with sodium triacetoxyborohydride (4.83 g, 22.5 mmol). After 1.75 hours, additional sodium triacetoxyborohydride (4.82 g, 22.5 mmol) was added. After 2.25 hours, the mixture was concentrated under vacuum, and the residue was diluted with 1.0 N aqueous sodium hydroxid... Starting materials: Br, COCCn1c(C)c(C)sc1=N, O=C(O)c1ccc2ccccc2c1O. The product is COCCn1c(C)c(C)sc1=NC(=O)c1ccc2ccccc2c1O. RXN SMILES: [BrH:1].[CH3:2][O:3][CH2:4][CH2:5][n:6]1[c:7](=[NH:13])[s:8][c:9]([CH3:12])[c:10]1[CH3:11].[OH:14][C:15](=[O:16])[c:17]1[cH:18][cH:19][c:20]2[cH:21][cH:22][cH:23][cH:24][c:25]2[c:26]1[OH:27]>>[CH3:2][O:3][CH2:4][CH2:5][n:6]1[c:7](=[N:13][C:15](=[O:14])[c:17]2[cH:18][cH:19][c:20]3[cH:21][cH:22][cH:23][cH:24][c:25]3[c:26]2[OH:27])[s:8][c:9]([CH3:12])[c:10]1[CH3:11]. As a reaction SMILES: [NH2:1][C:2]1[CH:3]=[C:4]2[C:8](=[CH:9][CH:10]=1)[NH:7][C:6](=[O:11])[C:5]12[O:15][CH2:14][CH2:13][O:12]1.[C:16]1([CH2:22][CH2:23][CH:24]=O)[CH:21]=[CH:20][CH:19]=[CH:18][CH:17]=1>>[C:16]1([CH2:22][CH2:23][CH2:24][NH:1][C:2]2[CH:3]=[C:4]3[C:8](=[CH:9][CH:10]=2)[NH:7][C:6](=[O:11])[C:5]23[O:15][CH2:14][CH2:13][O:12]2)[CH:21]=[CH:20][CH:19]=[CH:18][CH:17]=1. The reactants are NC=1C=C2C3(C(NC2=CC1)=O)OCCO3 (5-amino-3,3-ethylenedioxy-2-oxindole), C1(=CC=CC=C1)CCC=O (3-phenylpropanal). Reported procedure: By reaction of 5-amino-3,3-ethylenedioxy-2-oxindole with 3-phenylpropanal using the procedure of Example 1, the title compound was prepared. Product: C1(=CC=CC=C1)CCCNC=1C=C2C3(C(NC2=CC1)=O)OCCO3 (5-(3-Phenylpropyl)amino-3,3-ethylenedioxy-2-oxindole). Reactants: ClC1=CC=C(C=C1)C=1N(C(NN1)=O)C[C@@H](C(F)(F)F)O (5-(4-Chlorophenyl)-4-[(2S)-3,3,3-trifluoro-2-hydroxypropyl]-2,4-dihydro-3H-1,2,4-triazol-3-one), BrCC1=CC(=NC=C1)C1=C(C=CC=C1)Cl (4-(Bromomethyl)-2-(2-chlorophenyl)pyridine). Yields the product ClC1=CC=C(C=C1)C=1N(C(N(N1)CC1=CC(=NC=C1)C1=C(C=CC=C1)Cl)=O)C[C@@H](C(F)(F)F)O (5-(4-Chlorophenyl)-2-{[2-(2-chlorophenyl)pyridin-4-yl]methyl}-4-[(2S)-3,3,3-trifluoro-2-hydroxy-propyl]-2,4-dihydro-3H-1,2,4-triazol-3-one). As a reaction SMILES: [Cl:1][C:2]1[CH:7]=[CH:6][C:5]([C:8]2[N:9]([CH2:14][C@H:15]([OH:20])[C:16]([F:19])([F:18])[F:17])[C:10](=[O:13])[NH:11][N:12]=2)=[CH:4][CH:3]=1.Br[CH2:22][C:23]1[CH:28]=[CH:27][N:26]=[C:25]([C:29]2[CH:34]=[CH:33][CH:32]=[CH:31][C:30]=2[Cl:35])[CH:24]=1>>[Cl:1][C:2]1[CH:7]=[CH:6][C:5]([C:8]2[N:9]([CH2:14][C@H:15]([OH:20])[C:16]([F:18])([F:19])[F:17])[C:10](=[O:13])[N:11]([CH2:22][C:23]3[CH:28]=[CH:27][N:26]=[C:25]([C:29]4[CH:34]=[CH:33][CH:32]=[CH:31][C:30]=4[Cl:35])[CH:24]=3)[N:12]=2)=[CH:4][CH:3]=1. Procedure: Analogously to the preparation of the compound in Example 89, 261 mg (0.85 mmol) of the compound from Example 5A and 240 mg (0.85 mmol) of the compound from Example 65A were reacted with one another. This gave 249 mg (54% of theory) of the target compound. Starting materials: N1([C@@H](CCC1=O)C(=O)O)C(=O)OC(C)(C)C (N-Boc-Pyr-OH), CO (MeOH), Cl (HCl). The solvent is O1CCOCC1 (dioxane). The product is N1[C@@H](CCC1=O)C(=O)OC.Cl (H-Pyr-OMe hydrochloride). RXN SMILES: [N:1]1(C(OC(C)(C)C)=O)[C:5](=[O:6])[CH2:4][CH2:3][C@H:2]1[C:7]([OH:9])=[O:8].[ClH:17].[CH3:18]O>O1CCOCC1>[NH:1]1[C:5](=[O:6])[CH2:4][CH2:3][C@H:2]1[C:7]([O:9][CH3:18])=[O:8].[ClH:17] |f:4.5|. Procedure details: N-Boc-Pyr-OH (5 g, 23.45 mmol) was dissolved in MeOH (50 ml), and HCl in dioxane (4N, 30 ml) was added. After refluxing for 12 h, the solvent was removed in a rotary evaporator and H-Pyr-OMe hydrochloride was obtained as product. Yield: 3.84 g (100%). The reactants are ClC(Cl)=CCBr, O=C([O-])[O-], CC#N, CC(=NC#N)NCc1ccc(Cl)nc1, [Cs+], [Cs+], [Cs+], [I-]. Product: CC(=NC#N)N(CC=C(Cl)Cl)Cc1ccc(Cl)nc1. RXN SMILES: [Br:21][CH2:22][CH:23]=[C:24]([Cl:25])[Cl:26].[C:15](=[O:16])([O-:17])[O-:18].[CH3:29][C:30]#[N:31].[Cl:1][c:2]1[cH:3][cH:4][c:5]([CH2:8][NH:9][C:10]([CH3:11])=[N:12][C:13]#[N:14])[cH:6][n:7]1.[Cs+:19].[Cs+:20].[Cs+:28].[I-:27]>>[Cl:1][c:2]1[cH:3][cH:4][c:5]([CH2:8][N:9]([C:10]([CH3:11])=[N:12][C:13]#[N:14])[CH2:22][CH:23]=[C:24]([Cl:25])[Cl:26])[cH:6][n:7]1.